This data is from the Open Reaction Database (ORD), a public repository of structured organic reaction records. The task is: describe an organic reaction: reactants, conditions, products, and yield The reactants are COC(=O)NCCC(c1ccccc1)c1ccc2cc[nH]c2c1, Cl, CNCCC(c1ccccc1)c1ccc2[nH]ccc2c1. Product: CNCCC(c1ccccc1)c1ccc2cc[nH]c2c1. As a reaction SMILES: [CH3:2][O:3][C:4]([NH:5][CH2:6][CH2:7][CH:8]([c:9]1[cH:10][cH:11][cH:12][cH:13][cH:14]1)[c:15]1[cH:16][cH:17][c:18]2[cH:19][cH:20][nH:21][c:22]2[cH:23]1)=[O:24].[ClH:1].[nH:25]1[c:26]2[c:27]([cH:28][c:29]([CH:30]([c:31]3[cH:32][cH:33][cH:34][cH:35][cH:36]3)[CH2:37][CH2:38][NH:39][CH3:40])[cH:41][cH:42]2)[cH:43][cH:44]1>>[CH3:4][NH:5][CH2:6][CH2:7][CH:8]([c:9]1[cH:10][cH:11][cH:12][cH:13][cH:14]1)[c:15]1[cH:16][cH:17][c:18]2[cH:19][cH:20][nH:21][c:22]2[cH:23]1.